Task: describe an organic reaction: reactants, conditions, products, and yield. Dataset: the Open Reaction Database (ORD), a public repository of structured organic reaction records Starting materials: COC(=O)N=C=S (methoxycarbonyl isothiocyanate), O(C1=CC=CC=C1)S(=O)(=O)C=1C=CC(=C(N)C1)NC(=O)N (5-phenoxysulfonyl-2-ureidoaniline). The solvent is O1CCOCC1 (dioxane). The product is COC(=O)NC(=S)NC1=C(C=CC(=C1)S(=O)(=O)OC1=CC=CC=C1)NC(=O)N (1-Methoxycarbonyl-3-(5-phenoxysulfonyl-2-ureidophenyl)-thiourea). RXN SMILES: [CH3:1][O:2][C:3]([N:5]=[C:6]=[S:7])=[O:4].[O:8]([S:15]([C:18]1[CH:19]=[CH:20][C:21]([NH:25][C:26]([NH2:28])=[O:27])=[C:22]([CH:24]=1)[NH2:23])(=[O:17])=[O:16])[C:9]1[CH:14]=[CH:13][CH:12]=[CH:11][CH:10]=1>O1CCOCC1>[CH3:1][O:2][C:3]([NH:5][C:6]([NH:23][C:22]1[CH:24]=[C:18]([S:15]([O:8][C:9]2[CH:14]=[CH:13][CH:12]=[CH:11][CH:10]=2)(=[O:16])=[O:17])[CH:19]=[CH:20][C:21]=1[NH:25][C:26]([NH2:28])=[O:27])=[S:7])=[O:4]. Reported procedure: 25 ml of methoxycarbonyl isothiocyanate are added dropwise to 23.5 g of 5-phenoxysulfonyl-2-ureidoaniline in 100 ml of dioxane, with stirring, the temperature rising to about 35° C. The mixture is stirred for a further four hours without cooling, the dioxane is distilled off, the residue is stirred with diisopropyl ether and the solid is filtered off with suction. The reactants are FC=1C=NC(NC1)=O (5-fluoropyrimidin-2-one), BrCC(=O)C=1SC=CC1 (2-bromoacetylthiophene). Solvent: C(C)N(CC)CC (triethylamine), C(C)O (ethanol). Product: FC=1C=NC(N(C1)CC(C1=CC=CS1)=O)=O (5-Fluoro-1-(2-thenoylmethyl)pyrimidin-2-one). Yield: 23.6%. As a reaction SMILES: [F:1][C:2]1[CH:3]=[N:4][C:5](=[O:8])[NH:6][CH:7]=1.Br[CH2:10][C:11]([C:13]1[S:14][CH:15]=[CH:16][CH:17]=1)=[O:12]>C(N(CC)CC)C.C(O)C>[F:1][C:2]1[CH:3]=[N:4][C:5](=[O:8])[N:6]([CH2:10][C:11](=[O:12])[C:13]2[S:14][CH:15]=[CH:16][CH:17]=2)[CH:7]=1. Procedure details: A mixture of 5-fluoropyrimidin-2-one (456 mg) and 2-bromoacetylthiophene (820 mg) in triethylamine (1.33 ml) and ethanol (25 ml) was stirred at room temperature. After 2.5 h. the reaction mixture was concentrated to ca. 5 ml, diluted with ethyl acetate (300 ml) washed with water (3×50 ml), dried (MgSO4) and evaporated to a foam. This was crystallised from acetone to give the title pyrimidinone (225 mg), m.p. 183°-190° C. (dec) λmax (EtOH) 260 nm (ε10,308), 285.5 nm (ε 8,430). Reactants: FC1=C(C(=O)NC2=CC(=CC(=C2)C(F)(F)F)OCC2N(CCC2)C)C=CC=N1 (2-Fluoro-N-[3-(1-methyl-pyrrolidin-2-ylmethoxy)-5-trifluoromethyl-phenyl]-nicotinamide), TEA, FC1=CC=C(CN)C=C1 (4-fluorobenzylamine). Solvent: CCOC(=O)C (EtOAc). Run at temperature 90 celsius. Product: FC1=CC=C(CNC2=C(C(=O)NC3=CC(=CC(=C3)C(F)(F)F)OC[C@H]3N(CCC3)C)C=CC=N2)C=C1 ((S)-2-(4-Fluoro-benzylamino)-N-[3-(1-methyl-pyrrolidin-2-ylmethoxy)-5-trifluoromethyl-phenyl]-nicotinamide). Reaction SMILES: F[C:2]1[N:28]=[CH:27][CH:26]=[CH:25][C:3]=1[C:4]([NH:6][C:7]1[CH:12]=[C:11]([C:13]([F:16])([F:15])[F:14])[CH:10]=[C:9]([O:17][CH2:18][CH:19]2[CH2:23][CH2:22][CH2:21][N:20]2[CH3:24])[CH:8]=1)=[O:5].[F:29][C:30]1[CH:37]=[CH:36][C:33]([CH2:34][NH2:35])=[CH:32][CH:31]=1>CCOC(C)=O>[F:29][C:30]1[CH:37]=[CH:36][C:33]([CH2:34][NH:35][C:2]2[N:28]=[CH:27][CH:26]=[CH:25][C:3]=2[C:4]([NH:6][C:7]2[CH:12]=[C:11]([C:13]([F:15])([F:14])[F:16])[CH:10]=[C:9]([O:17][CH2:18][C@@H:19]3[CH2:23][CH2:22][CH2:21][N:20]3[CH3:24])[CH:8]=2)=[O:5])=[CH:32][CH:31]=1. Reported procedure: 2-Fluoro-N-[3-(1-methyl-pyrrolidin-2-ylmethoxy)-5-trifluoromethyl-phenyl]-nicotinamide (300 mg), TEA (314 μL) and 4-fluorobenzylamine (170 μL) were combined in a sealed tube and heated to 90° C. for 3 h. Cooled to RT and the mixture was diluted with EtOAc, washed with sat. NH4Cl (2×), brine, dried over Na2SO4, filtered and concentrated in vacuo. The residue was purified by silica gel chromatography (CH2Cl2/MeOH/NH4OH 95/5/0.5) to provide an off-white foam upon drying. M+H 503. Calc'd for C26H26F...